This data is from the Open Reaction Database (ORD), a public repository of structured organic reaction records. The task is: describe an organic reaction: reactants, conditions, products, and yield Starting materials: CCCCOC(=O)C=Cc1cc(CO[Si](C)(C)C(C)(C)C)cc(OC)n1, CO, [H][H]. The product is CCCCOC(=O)CCc1cc(CO[Si](C)(C)C(C)(C)C)cc(OC)n1. RXN SMILES: [CH3:1][C:2]([CH3:3])([CH3:4])[Si:5]([O:6][CH2:7][c:8]1[cH:9][c:10]([CH:16]=[CH:17][C:18](=[O:19])[O:20][CH2:21][CH2:22][CH2:23][CH3:24])[n:11][c:12]([O:14][CH3:15])[cH:13]1)([CH3:25])[CH3:26].[CH3:29][OH:30].[H:27][H:28]>>[CH3:1][C:2]([CH3:3])([CH3:4])[Si:5]([O:6][CH2:7][c:8]1[cH:9][c:10]([CH2:16][CH2:17][C:18](=[O:19])[O:20][CH2:21][CH2:22][CH2:23][CH3:24])[n:11][c:12]([O:14][CH3:15])[cH:13]1)([CH3:25])[CH3:26]. RXN SMILES: [C:12]12([CH2:13][S:14]([OH:15])(=[O:16])=[O:17])[C:18]([CH3:19])([CH3:20])[CH:21]([CH2:22][CH2:23]1)[CH2:24][C:25]2=[O:26].[CH2:34]1[O:35][CH2:36][CH2:37][O:38][CH2:39]1.[CH2:40]([Cl:41])[Cl:42].[Cl:1][c:2]1[n:3][cH:4][cH:5][cH:6][c:7]1[C:8]([CH2:9][CH3:10])=[O:11].[NH2:27][c:28]1[cH:29][cH:30][cH:31][cH:32][cH:33]1>>[c:2]1([NH:27][c:28]2[cH:29][cH:30][cH:31][cH:32][cH:33]2)[n:3][cH:4][cH:5][cH:6][c:7]1[C:8]([CH2:9][CH3:10])=[O:11]. Starting materials: CC1(C)C2CCC1(CS(=O)(=O)O)C(=O)C2, C1COCCO1, ClCCl, CCC(=O)c1cccnc1Cl, Nc1ccccc1. Yields the product CCC(=O)c1cccnc1Nc1ccccc1. Reactants: Cl (hydrogen chloride), ClC1=CC=C(C=C1)C1NC=2C=CC=CC2C2C1CCN2C(=O)[O-] (4-(4-chlorophenyl)-2,3,3a,4,5,9b-hexahydro-1H-pyrrolo[3,2-c]quinoline-1-carboxylate). The reagents and catalysts are [Pd] (palladium on carbon). The solvent is CO (methanol), C(C)O (ethanol). Conditions: time 3 hour. Yields the product Cl.Cl.ClC1=CC=C(C=C1)[C@@H]1NC=2C=CC=CC2[C@H]2[C@@H]1CCN2 ((3aS*,4R*,9bR*)-4-(4-Chlorophenyl)-2,3,3a,4,5,9b-hexahydro-1H-pyrrolo[3,2-c]quinoline dihydrochloride). Reaction SMILES: [Cl:1][C:2]1[CH:7]=[CH:6][C:5]([CH:8]2[CH:17]3[CH2:18][CH2:19][N:20](C([O-])=O)[CH:16]3[C:15]3[CH:14]=[CH:13][CH:12]=[CH:11][C:10]=3[NH:9]2)=[CH:4][CH:3]=1.[ClH:24]>[Pd].C(O)C.CO>[ClH:1].[ClH:24].[Cl:1][C:2]1[CH:7]=[CH:6][C:5]([C@H:8]2[C@H:17]3[CH2:18][CH2:19][NH:20][C@H:16]3[C:15]3[CH:14]=[CH:13][CH:12]=[CH:11][C:10]=3[NH:9]2)=[CH:4][CH:3]=1 |f:5.6.7|. Procedure: To a mixture of benzyl(3aR*,4R*,9bR*)-4-(4-chlorophenyl)-2,3,3a,4,5,9b-hexahydro-1H-pyrrolo[3,2-c]quinoline-1-carboxylate (730 mg, 1.75 mmol) and 10% palladium on carbon (50% aqueous, 0.3 g) in ethanol (10 ml) was added a hydrogen chloride in methanol solution (1 ml) and the mixture was stirred at room temperature under hydrogen atmosphere for 3 hrs. The reaction mixture was filtered, washed with aqueous methanol, and the filtrate was concentrated. The residue was dried under reduced pressure to... The reactants are aqueous solution, [OH-].[Na+] (sodium hydroxide), FC1=C(C=C(C(=C1)Cl)OC1CCCC1)NC(OC)=O (methyl N-(2-fluoro-4-chloro-5-cyclopentyloxyphenyl)carbamate). The solvent is C(C)O (Ethyl alcohol). Reaction conditions: temperature 110 celsius, time 4 hour. Product: FC1=C(N)C=C(C(=C1)Cl)OC1CCCC1 (2-fluoro-4-chloro-5-cyclopentyloxyaniline). The yield is 95.0%. RXN SMILES: [OH-].[Na+].[F:3][C:4]1[CH:9]=[C:8]([Cl:10])[C:7]([O:11][CH:12]2[CH2:16][CH2:15][CH2:14][CH2:13]2)=[CH:6][C:5]=1[NH:17]C(=O)OC>C(O)C>[F:3][C:4]1[CH:9]=[C:8]([Cl:10])[C:7]([O:11][CH:12]2[CH2:16][CH2:15][CH2:14][CH2:13]2)=[CH:6][C:5]=1[NH2:17] |f:0.1|. Procedure details: Ethyl alcohol (30 ml) and a 2N aqueous solution of sodium hydroxide (50 ml) were added to methyl N-(2-fluoro-4-chloro-5-cyclopentyloxyphenyl)carbamate obtained above, and the mixture was stirred For 4 hours while heating on an oil bath at 110° C. After completion of the reaction, the solvent was distilled off, and the residue was extracted with ethyl acetate (100 ml×3 times). The organic layer was washed with a saturated aqueous solution of sodium chloride, dried, and the solvent was distilled o... Reactants: C(C)(C)(C)C=1C=C(CO)C=C(C1)C(C)(C)C (3, 5-di-t-butylbenzyl alcohol). The reagents and catalysts are O=[Mn]=O (MnO2). Solvent: C(Cl)(Cl)Cl (CHCl3). Conditions: temperature 25 celsius, time 8 hour. The product is C(C)(C)(C)C=1C=C(C=O)C=C(C1)C(C)(C)C (3,5-di-t-butylbenzaldehyde). RXN SMILES: [C:1]([C:5]1[CH:6]=[C:7]([CH:10]=[C:11]([C:13]([CH3:16])([CH3:15])[CH3:14])[CH:12]=1)[CH2:8][OH:9])([CH3:4])([CH3:3])[CH3:2]>O=[Mn]=O.C(Cl)(Cl)Cl>[C:13]([C:11]1[CH:10]=[C:7]([CH:6]=[C:5]([C:1]([CH3:4])([CH3:3])[CH3:2])[CH:12]=1)[CH:8]=[O:9])([CH3:16])([CH3:15])[CH3:14]. Procedure: To the crude alcohol from above was added MnO2 and CHCl3 (20 mL). The mixture was stirred overnight at 25° C. and filtered, and the organic solvent was evaporated. The crude residue was purified by flash chromatography on silica gel eluting with 1:6 ethyl acetate-hexane to give 0.3 g of 3,5-di-t-butylbenzaldehyde as a white solid. Procedure details: 3.8 grams (30 millimoles) of 3-(2-aminoethyl)thiophene was added dropwise with stirring at room temperature to 3.6 grams (31 millimoles) of methyl acetoacetate and the stirring was continued over the weekend at ambient temperature. Thereafter, the mixture was diluted with 250 milliliters of diethyl ether and the resulting ether solution washed with 50 milliliters of brine and then dried over sodium sulfate. The ether solvent was then vaporized from the dried and filtered solution to obtain 6.59 ... The solvent is C(C)OCC (diethyl ether). RXN SMILES: [NH2:1][CH2:2][CH2:3][C:4]1[CH:8]=[CH:7][S:6][CH:5]=1.[C:9]([O:15][CH3:16])(=[O:14])[CH2:10][C:11]([CH3:13])=O>C(OCC)C>[S:6]1[CH:7]=[CH:8][C:4]([CH2:3][CH2:2][NH:1]/[C:11](/[CH3:13])=[CH:10]\[C:9]([O:15][CH3:16])=[O:14])=[CH:5]1. The yield is 97.5%. The reactants are NCCC1=CSC=C1 (3-(2-aminoethyl)thiophene), C(CC(=O)C)(=O)OC (methyl acetoacetate). Yields the product S1C=C(C=C1)CCN\C(=C/C(=O)OC)\C (methyl 3-[(3-thienyl)ethyl]aminocrotonate). Reactants: CO, CCOC(C)=O, Cc1c[n+]([O-])c(C)cc1[N+](=O)[O-], Cl, [Na]. Yields the product COc1cc(C)[n+]([O-])cc1C. RXN SMILES: [CH3:15][OH:16].[CH3:17][CH2:18][O:19][C:20](=[O:21])[CH3:22].[CH3:2][c:3]1[n+:4]([O-:13])[cH:5][c:6]([CH3:12])[c:7]([N+:9]([O-:10])=[O:11])[cH:8]1.[ClH:14].[Na:1]>>[CH3:2][c:3]1[n+:4]([O-:13])[cH:5][c:6]([CH3:12])[c:7]([O:16][CH3:15])[cH:8]1.